From a dataset of the Open Reaction Database (ORD), a public repository of structured organic reaction records. describe an organic reaction: reactants, conditions, products, and yield The reactants are (E)-3-(4-bromophenyl)-1-((S)-2-((pyrrolidin-1-yl)methyl)pyrrolidin-1-yl)propenone, C(#N)C=1C=C(C=CC1)/C=C/C(=O)O ((E)-3-(3-cyanophenyl)acrylic acid), N1[C@@H](CCC1)CN1CCCCC1 (1-(((S)-pyrrolidin-2-yl)methyl)piperidine). Yields the product O=C(/C=C/C=1C=C(C#N)C=CC1)N1[C@@H](CCC1)CN1CCCCC1 (3-[(E)-3-Oxo-3-((S)-2-((piperidin-1-yl)methyl)pyrrolidin-1-yl)propenyl]benzonitrile). RXN SMILES: [C:1]([C:3]1[CH:4]=[C:5](/[CH:9]=[CH:10]/[C:11]([OH:13])=O)[CH:6]=[CH:7][CH:8]=1)#[N:2].[NH:14]1[CH2:18][CH2:17][CH2:16][C@H:15]1[CH2:19][N:20]1[CH2:25][CH2:24][CH2:23][CH2:22][CH2:21]1>>[O:13]=[C:11]([N:14]1[CH2:18][CH2:17][CH2:16][C@H:15]1[CH2:19][N:20]1[CH2:25][CH2:24][CH2:23][CH2:22][CH2:21]1)/[CH:10]=[CH:9]/[C:5]1[CH:4]=[C:3]([CH:8]=[CH:7][CH:6]=1)[C:1]#[N:2]. Procedure: 370 mg of the title compound were synthesized as described for (E)-3-(4-bromophenyl)-1-((S)-2-((pyrrolidin-1-yl)methyl)pyrrolidin-1-yl)propenone, using (E)-3-(3-cyanophenyl)acrylic acid instead of (E)-4-bromocinnamic acid and 1-(((S)-pyrrolidin-2-yl)methyl)piperidine instead of (S)-2-((pyrrolidin-1-yl)methyl)pyrrolidine.